This data is from the Open Reaction Database (ORD), a public repository of structured organic reaction records. The task is: describe an organic reaction: reactants, conditions, products, and yield Reactants: CO (MeOH), Cl (HCl), FC1=CC2=C(SC(=C2)C(=O)OCC)C=C1 (Ethyl 5-fluorobenzo[b]thiophene-2-carboxylate), [Li+].[OH-] (LiOH). The solvent is O (H2O), C1CCOC1 (THF). Reaction conditions: time 6 hour. Procedure details: To a mixture of 8 (246.68 mg, 1.1 mmol) and LiOH (75.9 mg, 3.3 mmol) in THF (9 mL) was added MeOH (1 mL) and H2O (3 mL), stirred at room temperature for 6 h. Then HCl (1 M) was added to the reaction mixture to pH=4, and extracted with EtOAc (3×15 mL), wash with H2O (3×20 mL). The organic extracts were dried with Na2SO4 and concentrated under reduced pressure. Purified by flash chromatography on silica gel, using ethyl acetate/hexane (4:1) as eluent, give 8-acid as white powder; (212.79 mg, 98.6%... The product is FC1=CC2=C(SC(=C2)C(=O)O)C=C1 (5-fluorobenzo[b]thiophene-2-carboxylic acid). RXN SMILES: [F:1][C:2]1[CH:15]=[CH:14][C:5]2[S:6][C:7]([C:9]([O:11]CC)=[O:10])=[CH:8][C:4]=2[CH:3]=1.[Li+].[OH-].CO.Cl>C1COCC1.O>[F:1][C:2]1[CH:15]=[CH:14][C:5]2[S:6][C:7]([C:9]([OH:11])=[O:10])=[CH:8][C:4]=2[CH:3]=1 |f:1.2|. The reactants are ClC1=CC=C(C=C1)CCBr (2-(4-chlorophenyl)ethyl bromide), NCC(C)O (1-aminopropan-2-ol). Yields the product ClC1=CC=C(CCNCC(C)O)C=C1 (1-(4-chlorophenethylamino)propan-2-ol). Reaction SMILES: [Cl:1][C:2]1[CH:7]=[CH:6][C:5]([CH2:8][CH2:9]Br)=[CH:4][CH:3]=1.[NH2:11][CH2:12][CH:13]([OH:15])[CH3:14]>>[Cl:1][C:2]1[CH:7]=[CH:6][C:5]([CH2:8][CH2:9][NH:11][CH2:12][CH:13]([OH:15])[CH3:14])=[CH:4][CH:3]=1. Reported procedure: reacting the 2-(4-chlorophenyl)ethyl bromide with 1-aminopropan-2-ol to form 1-(4-chlorophenethylamino)propan-2-ol; and Starting materials: ClC=1C=C2C(=C(N(C2=CC1)S(=O)(=O)C1=CC=CC=C1)C(=O)OCC)S(=O)(=O)N1CC(OCC1)COC1=CC=CC=C1 (Ethyl(±)-5-chloro-3-{[2-(phenoxymethyl)morpholin-4-yl]sulfonyl}-1-(phenylsulfonyl)-1H-indole-2-carboxylate), BrC=1C=C2C(=C(N(C2=CC1)S(=O)(=O)C1=CC=CC=C1)C(=O)OCC)S(=O)(=O)N1CC(OCC1)COC1=CC=CC=C1 (ethyl 5-bromo-3-{[2-(phenoxymethyl)morpholin-4-yl]sulfonyl}-1-(phenylsulfonyl)-1H-indole-2-carboxylate), ClC=1C=C2C(=C(N(C2=CC1)S(=O)(=O)C1=CC=CC=C1)C(=O)OCC)S(=O)(=O)N1CC(OCC1)COC1=CC=CC=C1 (ethyl(±)-5-chloro-3-{[2-(phenoxymethyl)morpholin-4-yl]sulfonyl}-1-(phenylsulfonyl)-1H-indole-2-carboxylate), BrC=1C=C2C(=C(N(C2=CC1)S(=O)(=O)C1=CC=CC=C1)C(=O)OCC)S(=O)(=O)N1CC(OCC1)COC1=CC=CC=C1 (ethyl(±)-5-bromo-3-{[2-(phenoxymethyl)morpholin-4-yl]sulfonyl}-1-(phenylsulfonyl)-1H-indole-2-carboxylate). The product is BrC=1C=C2C(=C(NC2=CC1)C(=O)N)S(=O)(=O)N1C[C@@H](OCC1)COC1=CC=CC=C1 ((R)-5-Bromo-3-{[2-(phenoxymethyl)morpholin-4-yl]sulfonyl}-1H-indole-2-carboxamide). RXN SMILES: ClC1C=C2C(=CC=1)[N:7](S(C1C=CC=CC=1)(=O)=O)C(C(OCC)=O)=C2S(N1CCOC(COC2C=CC=CC=2)C1)(=O)=O.[Br:42][C:43]1[CH:44]=[C:45]2[C:49](=[CH:50][CH:51]=1)[N:48](S(C1C=CC=CC=1)(=O)=O)[C:47]([C:61](OCC)=[O:62])=[C:46]2[S:66]([N:69]1[CH2:74][CH2:73][O:72][CH:71]([CH2:75][O:76][C:77]2[CH:82]=[CH:81][CH:80]=[CH:79][CH:78]=2)[CH2:70]1)(=[O:68])=[O:67]>>[Br:42][C:43]1[CH:44]=[C:45]2[C:49](=[CH:50][CH:51]=1)[NH:48][C:47]([C:61]([NH2:7])=[O:62])=[C:46]2[S:66]([N:69]1[CH2:74][CH2:73][O:72][C@@H:71]([CH2:75][O:76][C:77]2[CH:78]=[CH:79][CH:80]=[CH:81][CH:82]=2)[CH2:70]1)(=[O:68])=[O:67]. Procedure details: Using the same procedures described for Example 23, replacing the product from Step A of Example 22, ethyl(±)-5-chloro-3-{[2-(phenoxymethyl)morpholin-4-yl]sulfonyl}-1-(phenylsulfonyl)-1H-indole-2-carboxylate, with ethyl(±)-5-bromo-3-{[2-(phenoxymethyl)morpholin-4-yl]sulfonyl}-1-(phenylsulfonyl)-1H-indole-2-carboxylate, the second-eluting enantiomer of ethyl 5-bromo-3-{[2-(phenoxymethyl)morpholin-4-yl]sulfonyl}-1-(phenylsulfonyl)-1H-indole-2-carboxylate was converted to the titled compound after ... Yields the product ClC=1C=C(C=C(C1O)F)C=1C=C2C(=C(C=NC2=CC1)C(=O)C1CC1)N[C@@H]1CC[C@H](CC1)N(C(OC(C)(C)C)=O)C (tert-Butyl trans-4-[6-(3-chloro-5-fluoro-4-hydroxyphenyl)-3-(cyclopropanecarbonyl)quinolin-4-ylamino]cyclohexyl(methyl)carbamate). Yield: 105.6%. As a reaction SMILES: Br[C:2]1[CH:3]=[C:4]2[C:9](=[CH:10][CH:11]=1)[N:8]=[CH:7][C:6]([C:12]([CH:14]1[CH2:16][CH2:15]1)=[O:13])=[C:5]2[NH:17][C@H:18]1[CH2:23][CH2:22][C@H:21]([N:24]([CH3:32])[C:25](=[O:31])[O:26][C:27]([CH3:30])([CH3:29])[CH3:28])[CH2:20][CH2:19]1.[Cl:33][C:34]1[CH:39]=[C:38](B2OC(C)(C)C(C)(C)O2)[CH:37]=[C:36]([F:49])[C:35]=1[OH:50]>>[Cl:33][C:34]1[CH:39]=[C:38]([C:2]2[CH:3]=[C:4]3[C:9](=[CH:10][CH:11]=2)[N:8]=[CH:7][C:6]([C:12]([CH:14]2[CH2:15][CH2:16]2)=[O:13])=[C:5]3[NH:17][C@H:18]2[CH2:23][CH2:22][C@H:21]([N:24]([CH3:32])[C:25](=[O:31])[O:26][C:27]([CH3:28])([CH3:29])[CH3:30])[CH2:20][CH2:19]2)[CH:37]=[C:36]([F:49])[C:35]=1[OH:50]. Reactants: BrC=1C=C2C(=C(C=NC2=CC1)C(=O)C1CC1)N[C@@H]1CC[C@H](CC1)N(C(OC(C)(C)C)=O)C (tert-butyl {trans-4-[6-bromo-3-(cyclopropanecarbonyl)quinolin-4-ylamino]cyclohexyl}(methyl)carbamate), ClC1=C(C(=CC(=C1)B1OC(C(O1)(C)C)(C)C)F)O (2-chloro-6-fluoro-4-(4,4,5,5-tetramethyl-1,3,2-dioxaborolan-2-yl)phenol). Procedure details: Following general procedure F, tert-butyl {trans-4-[6-bromo-3-(cyclopropanecarbonyl)quinolin-4-ylamino]cyclohexyl}(methyl)carbamate (63 mg, 0.125 mmol) was reacted with 2-chloro-6-fluoro-4-(4,4,5,5-tetramethyl-1,3,2-dioxaborolan-2-yl)phenol (51 mg, 0.188 mmol) to afford the crude product (75 mg) as a yellow-green solid: ESI MS m/z 568 [C31H35ClFN3O4+H]+. Reactants: CN1CC(NC2=C(C1=O)C=CC=C2)=O (4-methyl-3,4-dihydro-2H-1,4-benzodiazepine-2,5(1H)-dione), K-t-butoxide, K-t-butoxide, [N+](#[C-])CC(=O)OCC (ethyl isocyanoacetate), C(C)OP(=O)(OCC)Cl (diethylchlorophosphate), C(C)(=O)O (acetic acid). The solvent is CN(C=O)C (dimethyl formamide), CN(C=O)C (DMF), O (water). Conditions: temperature -20 celsius, time 10 minute. The product is CN1CC=2N(C3=C(C1=O)C=CC=C3)C=NC2C(=O)OCC (Ethyl 5,6-dihydro-5-methyl-6-oxo-4H-imidazo(1,5-a) (1,4)-benzodiazepine-3-carboxylate). Reaction SMILES: [CH3:1][N:2]1[C:8](=[O:9])[C:7]2[CH:10]=[CH:11][CH:12]=[CH:13][C:6]=2[NH:5][C:4](=O)[CH2:3]1.C(OP(Cl)(OCC)=O)C.[N+:24]([CH2:26][C:27]([O:29][CH2:30][CH3:31])=[O:28])#[C-:25].C(O)(=O)C>CN(C)C=O.O>[CH3:1][N:2]1[C:8](=[O:9])[C:7]2[CH:10]=[CH:11][CH:12]=[CH:13][C:6]=2[N:5]2[CH:25]=[N:24][C:26]([C:27]([O:29][CH2:30][CH3:31])=[O:28])=[C:4]2[CH2:3]1. Procedure details: 16.5 g of 4-methyl-3,4-dihydro-2H-1,4-benzodiazepine-2,5(1H)-dione and 11.7 g of K-t-butoxide was dissolved in 100 ml of dry dimethyl formamide (DMF) and the mixture was stirred for 10 minutes. Then 13.2 ml of diethylchlorophosphate was added and the resulting mixture was cooled to -20° C. and stirred for 10 minutes. A mixture of 10.8 g K-t-butoxide and 10.5 ml ethyl isocyanoacetate in 30 ml of dry DMF was added to the above prepared mixture at -10° to --20° C. and the resulting mixture was stir... The reactants are BrC=1C=C2C=CC(=NC2=CC1)Cl (6-Bromo-2-chloroquinoline), CNCC1=CC=CC=C1 (N-methylbenzylamine). Product: NC1=NC2=CC=CC=C2C=C1 (2-aminoquinoline). Reaction SMILES: Br[C:2]1[CH:3]=[C:4]2[C:9](=[CH:10][CH:11]=1)[N:8]=[C:7](Cl)[CH:6]=[CH:5]2.C[NH:14]CC1C=CC=CC=1>>[NH2:14][C:7]1[CH:6]=[CH:5][C:4]2[C:9](=[CH:10][CH:11]=[CH:2][CH:3]=2)[N:8]=1. Reported procedure: 6-Bromo-2-chloroquinoline (200 mg, 0.8 mmol) and N-methylbenzylamine (2 mL) were heated at 120° C. for 16 hours. Extraction from 2M NaOH into DCM and drying on Na2SO4 gave the crude 2-aminoquinoline. This was converted, via Methods 3 and 5, to compound 204 (110 mg, 46%). [M−H]−=291.1 m/z. Activity: A Reaction SMILES: [CH2:1]([c:2]1[cH:3][cH:4][cH:5][cH:6][cH:7]1)[O:8][N:9]1[C:10](=[O:27])[CH:11]([NH:16][S:17](=[O:18])(=[O:19])[c:20]2[cH:21][cH:22][c:23]([F:26])[cH:24][cH:25]2)[CH2:12][CH:13]=[CH:14][CH2:15]1.[CH3:40][S:41]([CH3:42])=[O:43].[c:28]1([CH:34]2[CH2:35][CH2:36][NH:37][CH2:38][CH2:39]2)[cH:29][cH:30][cH:31][cH:32][cH:33]1>>[CH2:1]([c:2]1[cH:3][cH:4][cH:5][cH:6][cH:7]1)[O:8][N:9]1[C:10](=[O:27])[CH:11]([NH:16][S:17](=[O:18])(=[O:19])[c:20]2[cH:21][cH:22][c:23]([N:37]3[CH2:36][CH2:35][CH:34]([c:28]4[cH:29][cH:30][cH:31][cH:32][cH:33]4)[CH2:39][CH2:38]3)[cH:24][cH:25]2)[CH2:12][CH:13]=[CH:14][CH2:15]1. Product: O=C1C(NS(=O)(=O)c2ccc(N3CCC(c4ccccc4)CC3)cc2)CC=CCN1OCc1ccccc1. Starting materials: O=C1C(NS(=O)(=O)c2ccc(F)cc2)CC=CCN1OCc1ccccc1, CS(C)=O, c1ccc(C2CCNCC2)cc1. The reactants are COCCN1CCC2=C(CC1)C=C(C=C2)N (3-(2-methoxy-ethyl)-2,3,4,5-tetrahydro-1H-benzo[d]azepin-7-ylamine), ClC1=NC=C(C(=N1)NC(CNS(=O)(=O)C)C)Cl (N-[2-(2,5-dichloro-pyrimidin-4-ylamino)-propyl]-methanesulfonamide). Product: ClC=1C(=NC(=NC1)NC1=CC2=C(CCN(CC2)CCOC)C=C1)NC(CNS(=O)(=O)C)C (N-(2-{5-Chloro-2-[3-(2-methoxy-ethyl)-2,3,4,5-tetrahydro-1H-benzo[d]azepin-7-ylamino]-pyrimidin-4-ylamino}-propyl)-methanesulfonamide), foam. Isolated yield 71.0%. As a reaction SMILES: [CH3:1][O:2][CH2:3][CH2:4][N:5]1[CH2:11][CH2:10][C:9]2[CH:12]=[C:13]([NH2:16])[CH:14]=[CH:15][C:8]=2[CH2:7][CH2:6]1.Cl[C:18]1[N:23]=[C:22]([NH:24][CH:25]([CH3:32])[CH2:26][NH:27][S:28]([CH3:31])(=[O:30])=[O:29])[C:21]([Cl:33])=[CH:20][N:19]=1>>[Cl:33][C:21]1[C:22]([NH:24][CH:25]([CH3:32])[CH2:26][NH:27][S:28]([CH3:31])(=[O:30])=[O:29])=[N:23][C:18]([NH:16][C:13]2[CH:14]=[CH:15][C:8]3[CH2:7][CH2:6][N:5]([CH2:4][CH2:3][O:2][CH3:1])[CH2:11][CH2:10][C:9]=3[CH:12]=2)=[N:19][CH:20]=1. Procedure details: N-(2-{5-Chloro-2-[3-(2-methoxy-ethyl)-2,3,4,5-tetrahydro-1H-benzo[d]azepin-7-ylamino]-pyrimidin-4-ylamino}-propyl)-methanesulfonamide was prepared from 3-(2-methoxy-ethyl)-2,3,4,5-tetrahydro-1H-benzo[d]azepin-7-ylamine and N-[2-(2,5-dichloro-pyrimidin-4-ylamino)-propyl]-methanesulfonamide in an analogous manner to Example 302. Product isolated as a white foam (117 mg, 71%). LCMS (m/e) 483 (M+1); 1H-NMR (CDCl3, 400 MHz) δ 7.94 (s, 1H), 7.32 (d, 1H, J=8.0 Hz), 7.24 (s, 1H), 7.04 (d, 1H, J=8.0 Hz),...